Dataset: the Open Reaction Database (ORD), a public repository of structured organic reaction records. Task: describe an organic reaction: reactants, conditions, products, and yield Reactants: C(C)SC1=NN=C(S1)S (5-(ethylthio)-1,3,4-thiadiazole-2-thiol), [H-].[Na+] (NaH), ClC=1C(=NC=CN1)C#N (3-chloropyrazine-2-carbonitrile). Run in CN(C)C=O (DMF), C1=CC=CC=C1 (benzene). Reaction conditions: temperature 90 celsius, time 8 hour. Product: C(C)SC1=NN=C(S1)SC=1C(=NC=CN1)C#N (3-(5-(ethylthio)-1,3,4-thiadiazol-2-ylthio)pyrazine-2-carbonitrile). Reaction SMILES: [CH2:1]([S:3][C:4]1[S:8][C:7]([SH:9])=[N:6][N:5]=1)[CH3:2].[H-].[Na+].Cl[C:13]1[C:14]([C:19]#[N:20])=[N:15][CH:16]=[CH:17][N:18]=1>CN(C=O)C.C1C=CC=CC=1>[CH2:1]([S:3][C:4]1[S:8][C:7]([S:9][C:13]2[C:14]([C:19]#[N:20])=[N:15][CH:16]=[CH:17][N:18]=2)=[N:6][N:5]=1)[CH3:2] |f:1.2|. Reported procedure: The title compound was prepared according to the procedure described in Example 1 by using 5-(ethylthio)-1,3,4-thiadiazole-2-thiol (592 mg, 3.33 mmol), NaH (60% dispersion in mineral oil, 146 mg, 3.66 mmol), and 3-chloropyrazine-2-carbonitrile (422 mg, 3.02 mmol) in DMF and benzene (8 ml, 1/1) by stirring at 90° C. under nitrogen atmosphere overnight. Reactants: C(C)N1C(=NN=C1)C1=CC=NC=C1 (4-(4-Ethyl-4H-[1,2,4]triazol-3-yl)-pyridine), CN1C(NN=C1C=1C=NC=CC1)=S (4-methyl-5-pyridin-3-yl-2,4-dihydro-[1,2,4]triazole-3-thione), C(C)N1C(=NN=C1C1=CC=NC=C1)CO ((4-ethyl-5-pyridin-4-yl-4H-[1,2,4]triazol-3-yl)-methanol), C(C)N1C(=NN=C1C1=CC=NC=C1)C=O (4-ethyl-5-pyridin-4-yl-4H-[1,2,4]triazole-3-carbaldehyde). The product is CN1C(=NN=C1C=1C=NC=CC1)C=O (4-Methyl-5-pyridin-3-yl-4H-[1,2,4]triazole-3-carbaldehyde). As a reaction SMILES: [CH2:1]([N:3]1C=NN=C1C1C=CN=CC=1)C.[CH2:14]([N:16]1[C:20]([C:21]2[CH:26]=[CH:25]N=C[CH:22]=2)=[N:19][N:18]=[C:17]1[CH2:27][OH:28])C.C(N1C(C2C=CN=CC=2)=NN=C1C=O)C.CN1C(C2C=NC=CC=2)=NNC1=S>>[CH3:14][N:16]1[C:20]([C:21]2[CH:22]=[N:3][CH:1]=[CH:25][CH:26]=2)=[N:19][N:18]=[C:17]1[CH:27]=[O:28]. Procedure: The title compound is prepared analogously to the sequence described for 4-(4-ethyl-4H-[1,2,4]triazol-3-yl)-pyridine (example 21), (4-ethyl-5-pyridin-4-yl-4H-[1,2,4]triazol-3-yl)-methanol (example 22), and 4-ethyl-5-pyridin-4-yl-4H-[1,2,4]triazole-3-carbaldehyde (example 23a) by using 4-methyl-5-pyridin-3-yl-2,4-dihydro-[1,2,4]triazole-3-thione as starting material.